Dataset: the Open Reaction Database (ORD), a public repository of structured organic reaction records. Task: describe an organic reaction: reactants, conditions, products, and yield Starting materials: C1(CCCC1)N1C2=C(N(C([C@](C1)(C=C)F)=O)C)C=NC(=N2)NC2=CC(=C(C(=O)OC)C=C2OC)F ((R)-methyl 4-(9-cyclopentyl-7-fluoro-5-methyl-6-oxo-7-vinyl-6,7,8,9-tetrahydro-5H-pyrimido[4,5-b][1,4]diazepin-2-ylamino)-2-fluoro-5-methoxybenzoate). Solvent: Cl (HCl). Reaction conditions: temperature 95 celsius, time 3.5 hour. The product is C1(CCCC1)N1C2=C(N(C([C@](C1)(C=C)F)=O)C)C=NC(=N2)NC2=CC(=C(C(=O)O)C=C2OC)F ((R)-4-(9-cyclopentyl-7-fluoro-5-methyl-6-oxo-7-vinyl-6,7,8,9-tetrahydro-5H-pyrimido[4,5-b][1,4]diazepin-2-ylamino)-2-fluoro-5-methoxybenzoic acid). RXN SMILES: [CH:1]1([N:6]2[CH2:12][C@:11]([F:15])([CH:13]=[CH2:14])[C:10](=[O:16])[N:9]([CH3:17])[C:8]3[CH:18]=[N:19][C:20]([NH:22][C:23]4[C:32]([O:33][CH3:34])=[CH:31][C:26]([C:27]([O:29]C)=[O:28])=[C:25]([F:35])[CH:24]=4)=[N:21][C:7]2=3)[CH2:5][CH2:4][CH2:3][CH2:2]1>Cl>[CH:1]1([N:6]2[CH2:12][C@:11]([F:15])([CH:13]=[CH2:14])[C:10](=[O:16])[N:9]([CH3:17])[C:8]3[CH:18]=[N:19][C:20]([NH:22][C:23]4[C:32]([O:33][CH3:34])=[CH:31][C:26]([C:27]([OH:29])=[O:28])=[C:25]([F:35])[CH:24]=4)=[N:21][C:7]2=3)[CH2:5][CH2:4][CH2:3][CH2:2]1. Reported procedure: A mixture of (R)-methyl 4-(9-cyclopentyl-7-fluoro-5-methyl-6-oxo-7-vinyl-6,7,8,9-tetrahydro-5H-pyrimido[4,5-b][1,4]diazepin-2-ylamino)-2-fluoro-5-methoxybenzoate (400 mg, 0.821 mmol) was suspended in conc. HCl (1.0 mL) and it was stirred at 95° C. for 3-4 hrs. At this time the reaction was cooled to room temperature and filtered to reveal the product as a tan solid (295 mg, 77%). 1H NMR (400 MHz, DMSO-d6) δ ppm 1.48-1.82 (m, 4H) 1.98-2.02 (m, 4H) 3.29 (s, 3H) 3.51 (br. s., 2H) 3.94 (s, 3H) 4.88 ... Reactants: C(C)(=O)NC1=CC=C2C=CC(=CC2=C1)S(=O)(=O)NC=1C=CC(=C(C(=O)O)C1)Cl (5-({[7-(acetylamino)(2-naphthyl)]sulfonyl}amino)-2-chlorobenzoic acid), Cl (HCl). Solvent: [OH-].[Na+] (NaOH). Conditions: temperature 50 celsius. The product is NC1=CC=C2C=CC(=CC2=C1)S(=O)(=O)NC=1C=CC(=C(C(=O)O)C1)Cl (5-{[(7-amino(2-naphthyl))sulfonyl]amino}-2-chlorobenzoic acid). Isolated yield 93.7%. As a reaction SMILES: C([NH:4][C:5]1[CH:14]=[C:13]2[C:8]([CH:9]=[CH:10][C:11]([S:15]([NH:18][C:19]3[CH:20]=[CH:21][C:22]([Cl:28])=[C:23]([CH:27]=3)[C:24]([OH:26])=[O:25])(=[O:17])=[O:16])=[CH:12]2)=[CH:7][CH:6]=1)(=O)C.Cl>[OH-].[Na+]>[NH2:4][C:5]1[CH:14]=[C:13]2[C:8]([CH:9]=[CH:10][C:11]([S:15]([NH:18][C:19]3[CH:20]=[CH:21][C:22]([Cl:28])=[C:23]([CH:27]=3)[C:24]([OH:26])=[O:25])(=[O:17])=[O:16])=[CH:12]2)=[CH:7][CH:6]=1 |f:2.3|. Reported procedure: To 13.5 g (0.032 mol) of compound 132 was added 100 mL of 5N NaOH. This solution was heated at 50° C. for 8 hours. Then, the reaction was acidified-with 86 mL of 6N HCl and extracted with ethyl acetate. The ethyl acetate was washed with 1N HCl, water, and brine. The organic layer was dried (MgSO4), filtered, and the volatiles removed by rotary evaporation to yield 11.3 g of compound 133. Conditions: temperature -78 celsius, time 30 minute. Reported procedure: To a -20° C. solution of LDA (19.0 mmol) in 60 mL anhydrous THF was added ethylidenecyclohexylamine (Org. Syn. 50, 66) (2.38 gm, 19.0 mmol). The solution was stirred for 30 min, cooled to -78° C. and a solution of 8 (3.50 g, 10.0 mmol) in 60 mL was added. The mixture was stirred for 3 h, diluted with ether and quenched with H2O. The organic layer was washed with H2O and brine and dried (MgSO4). Removal of the volatiles in vacuo and purification of the residue by HPLC. using 10:1 hexanes:EtOAc pr... The product is FC1=C(C=C(C=C1)C=1CC2(SCCCS2)CC(C1/C=C/C=O)(C)C)C ((E)-3-{8-(4-fluoro-3-methylphenyl)-10,10-dimethyl-1,5dithiaspiro{5.5}undec-8-en-9-yl}propenal). Starting materials: [Li+].CC(C)[N-]C(C)C (LDA), C(C)=NC1CCCCC1 (ethylidenecyclohexylamine), C1CCOC1 (THF), FC1=C(C=C(C=C1)C=1CC2(SCCCS2)CC(C1C=O)(C)C)C (8-(4-Fluoro-3-methylphenyl)-10,10-dimethyl-1,5dithiaspiro{5.5}undec-8-en-9-carboxaldehyde). Run in CCOCC (ether). Reaction SMILES: [Li+].CC([N-]C(C)C)C.C(=NC1CCCCC1)C.[F:18][C:19]1[CH:24]=[CH:23][C:22]([C:25]2[CH2:26][C:27]3([CH2:33][C:34]([CH3:39])([CH3:38])[C:35]=2C=O)[S:32][CH2:31][CH2:30][CH2:29][S:28]3)=[CH:21][C:20]=1[CH3:40].[CH2:41]1C[O:44][CH2:43][CH2:42]1>CCOCC>[F:18][C:19]1[CH:24]=[CH:23][C:22]([C:25]2[CH2:26][C:27]3([CH2:33][C:34]([CH3:38])([CH3:39])[C:35]=2/[CH:41]=[CH:42]/[CH:43]=[O:44])[S:28][CH2:29][CH2:30][CH2:31][S:32]3)=[CH:21][C:20]=1[CH3:40] |f:0.1|. Isolated yield 62.0%. Product: COC(C(=CC1=CC(=CC(=C1)C)C)C1=CC=C(C=C1)OC1=CC=C(C=C1)CC1C(NC(S1)=O)=O)=O (3-(3,5-Dimethylphenyl)-2-{4-[4-(2,4-dioxothiazolidin-5-ylmethyl)-phenoxy]-phenyl}-acrylic acid methyl ester). Reactants: N1(N=NC2=C1C=CC=C2)OC(C(=CC2=CC(=CC(=C2)C)C)C2=CC=C(C=C2)OC2=CC=C(C=C2)CC2C(NC(S2)=O)=O)=O (3-(3,5-Dimethylphenyl)-2-{4-[4-(2,4-dioxothiazolidin-5-ylmethyl)-phenoxy]-phenyl}-acrylic acid benztriazol-1-yl ester), C[O-].[Na+] (sodium methoxide). Reaction SMILES: N1([O:10][C:11](=[O:43])[C:12]([C:22]2[CH:27]=[CH:26][C:25]([O:28][C:29]3[CH:34]=[CH:33][C:32]([CH2:35][CH:36]4[S:40][C:39](=[O:41])[NH:38][C:37]4=[O:42])=[CH:31][CH:30]=3)=[CH:24][CH:23]=2)=[CH:13][C:14]2[CH:19]=[C:18]([CH3:20])[CH:17]=[C:16]([CH3:21])[CH:15]=2)C2C=CC=CC=2N=N1.[CH3:44][O-].[Na+]>CO.Cl>[CH3:44][O:10][C:11](=[O:43])[C:12]([C:22]1[CH:27]=[CH:26][C:25]([O:28][C:29]2[CH:34]=[CH:33][C:32]([CH2:35][CH:36]3[S:40][C:39](=[O:41])[NH:38][C:37]3=[O:42])=[CH:31][CH:30]=2)=[CH:24][CH:23]=1)=[CH:13][C:14]1[CH:15]=[C:16]([CH3:21])[CH:17]=[C:18]([CH3:20])[CH:19]=1 |f:1.2|. Run in Cl (HCl), CO (methanol). Procedure details: To a solution of 48 (240 mg, 0.4 mmol) in methanol (10 mL) was added sodium methoxide (0.5 N in methanol, 2 mL). After 10 min the mixture was diluted with 1N HCl (2 mL) and the product was extracted into ethyl acetate (50 mL), washed with water (50 mL), brine (50 mL), dried (MgSO4), filtered and concentrated in vacuo. The crude material was purified by flash chromatography using hexanes:ethyl acetate (3:2) to yield 49 (122 mg, 62%) as a white foam. 1H NMR (400 MHz, DMSO-d6): δ 12.10 (br s, 1H), ... Reactants: [OH-].[Na+] (Sodium hydroxide), C(C)O (ethanol), C(C1=CC=CC=C1)NC1=CC(=C(C(=O)OC)C=C1)NC1=CC=C(C=C1)F (methyl 4-(benzylamino)-2-(4-fluoroanilino)benzoate), [OH-].[Na+] (sodium hydroxide), [Cl-].[Na+] (sodium chloride). Solvent: C(C)(=O)OCC (ethyl acetate), C(C)(=O)O (acetic acid). Product: C(C1=CC=CC=C1)NC1=CC(=C(C(=O)O)C=C1)NC1=CC=C(C=C1)F (4-(benzylamino)-2-(4-fluoroanilino)benzoic acid). Isolated yield 73.8%. RXN SMILES: [OH-].[Na+].C(O)C.[CH2:6]([NH:13][C:14]1[CH:23]=[CH:22][C:17]([C:18]([O:20]C)=[O:19])=[C:16]([NH:24][C:25]2[CH:30]=[CH:29][C:28]([F:31])=[CH:27][CH:26]=2)[CH:15]=1)[C:7]1[CH:12]=[CH:11][CH:10]=[CH:9][CH:8]=1.[Cl-].[Na+]>C(OCC)(=O)C.C(O)(=O)C>[CH2:6]([NH:13][C:14]1[CH:23]=[CH:22][C:17]([C:18]([OH:20])=[O:19])=[C:16]([NH:24][C:25]2[CH:26]=[CH:27][C:28]([F:31])=[CH:29][CH:30]=2)[CH:15]=1)[C:7]1[CH:8]=[CH:9][CH:10]=[CH:11][CH:12]=1 |f:0.1,4.5|. Procedure: 10% Sodium hydroxide aqueous solution 0.82 mL was added to a suspension of ethanol 3.0 mL of methyl 4-(benzylamino)-2-(4-fluoroanilino)benzoate 0.24 g at room temperature, and it was heated and refluxed for 2 hours. After the reaction mixture was cooled to room temperature, 10% sodium hydroxide aqueous solution 0.82 mL was added, and it was heated and refluxed for 3 hours. After the reaction mixture was cooled to room temperature, acetic acid 2.0 mL, saturated sodium chloride aqueous solution an... Reactants: S=C1NC(SC1)=O (4-thioxo-1,3-thiazolidin-2-one), C(CC)N (propan-1-amine). Solvent: C(C)O (ethanol). Run at time 3 hour. Yields the product C(CC)NC1=NC(SC1)=O (4-(propylamino)-1,3-thiazol-2(5H)-one). RXN SMILES: S=[C:2]1[CH2:6][S:5][C:4](=[O:7])[NH:3]1.[CH2:8]([NH2:11])[CH2:9][CH3:10]>C(O)C>[CH2:8]([NH:11][C:2]1[CH2:6][S:5][C:4](=[O:7])[N:3]=1)[CH2:9][CH3:10]. Procedure details: To a solution of 4-thioxo-1,3-thiazolidin-2-one (640 mg) in ethanol (6 mL) was added propan-1-amine (0.397 mL), and the mixture was stirred at room temperature for 3 hr. The reaction mixture was concentrated under reduced pressure, and the residue was purified by silica gel column chromatography (ethyl acetate/hexane) to give the title compound (450 mg). Starting materials: C1(=CC=CC=C1)COC1=CC2=C(CCC(O2)O)C=C1 (racemic-3,4-dihydro-7-(phenylmethoxy)-2h-1-benzopyran-2-ol), C(=O)(OCC)C=P(C1=CC=CC=C1)(C1=CC=CC=C1)C1=CC=CC=C1 ((carbethoxymethylene)triphenylphosphorane). Product: C(C)OC(CC1OC2=C(CC1)C=CC(=C2)OCC2=CC=CC=C2)=O (racemic-3,4-dihydro-7-(phenylmethoxy)-2H-1-benzopyran-2-acetic acid ethyl ester). Yield: 92.8%. RXN SMILES: [C:1]1([CH2:7][O:8][C:9]2[CH:19]=[CH:18][C:12]3[CH2:13][CH2:14][CH:15](O)[O:16][C:11]=3[CH:10]=2)[CH:6]=[CH:5][CH:4]=[CH:3][CH:2]=1.[C:20]([CH:25]=P(C1C=CC=CC=1)(C1C=CC=CC=1)C1C=CC=CC=1)([O:22][CH2:23][CH3:24])=[O:21]>>[CH2:23]([O:22][C:20](=[O:21])[CH2:25][CH:15]1[CH2:14][CH2:13][C:12]2[CH:18]=[CH:19][C:9]([O:8][CH2:7][C:1]3[CH:6]=[CH:5][CH:4]=[CH:3][CH:2]=3)=[CH:10][C:11]=2[O:16]1)[CH3:24]. Procedure: A 2.2 g sample of racemic-3,4-dihydro-7-(phenylmethoxy)-2h-1-benzopyran-2-ol was condensed with (carbethoxymethylene)triphenylphosphorane (3.2 g) using the procedure of Example 30. There was obtained 2.6 g (92.8%) of racemic-3,4-dihydro-7-(phenylmethoxy)-2H-1-benzopyran-2-acetic acid ethyl ester as a yellow oil, after column chromatographic purification. This material was hydrogenolyzed over 0.2 g of 10% palladium on carbon as described in Example 30. There was obtained 1.9 g of racemic-3,4-dihy...